Task: describe an organic reaction: reactants, conditions, products, and yield. Dataset: the Open Reaction Database (ORD), a public repository of structured organic reaction records The reactants are CC1=NC2=CC=CC=C2C=C1 (2-methylquinoline), [In] (indium), [Cl-].[NH4+] (ammonium chloride), C(C)O (ethanol). Run in O (water). Yields the product CC1NC2=CC=CC=C2CC1 (2-Methyl-1,2,3,4-tetrahydroquinoline). The yield is 63.5%. As a reaction SMILES: [CH3:1][C:2]1[CH:11]=[CH:10][C:9]2[C:4](=[CH:5][CH:6]=[CH:7][CH:8]=2)[N:3]=1.[In].[Cl-].[NH4+].C(O)C>O>[CH3:1][CH:2]1[CH2:11][CH2:10][C:9]2[C:4](=[CH:5][CH:6]=[CH:7][CH:8]=2)[NH:3]1 |f:2.3|. Procedure details: A mixture of 2-methylquinoline (584 mg, 4.1 mmol), indium powder (4.21 g, 36.7 mmol), saturated aqueous ammonium chloride solution (6.3 ml) and ethanol (21 ml) were heated at reflux for 3 days. On cooling to room temperature, water was added and the mixture was filtered through Keiselguhr. The filtrate was adjusted to pH 9 with 2M sodium hydroxide solution and extracted with DCM (×2). The extracts were dried over MgSO4 and concentrated in vacuo to give the crude product which was purified by fla...